Dataset: the Open Reaction Database (ORD), a public repository of structured organic reaction records. Task: describe an organic reaction: reactants, conditions, products, and yield The reactants are CC(C)([O-])C.[K+] (Potassium tert-butoxide), OC1=C(C=CC=C1)CC(=O)O (2-hydroxyphenylacetic acid), COC1=CC=C(CCl)C=C1 (4-Methoxy-benzylchloride). Run in CN(C=O)C (N,N-dimethyl-formamide), CN(C=O)C (N,N-dimethyl-formamide). Conditions: time 30 minute. Yields the product OC1=C(C=CC=C1)CC(=O)OCC1=CC=C(C=C1)OC (4-Methoxybenzyl 2-hydroxyphenylacetate). The yield is 42.3%. Reaction SMILES: [OH:1][C:2]1[CH:7]=[CH:6][CH:5]=[CH:4][C:3]=1[CH2:8][C:9]([OH:11])=[O:10].CC(C)([O-])C.[K+].[CH3:18][O:19][C:20]1[CH:27]=[CH:26][C:23]([CH2:24]Cl)=[CH:22][CH:21]=1>CN(C)C=O>[OH:1][C:2]1[CH:7]=[CH:6][CH:5]=[CH:4][C:3]=1[CH2:8][C:9]([O:11][CH2:24][C:23]1[CH:26]=[CH:27][C:20]([O:19][CH3:18])=[CH:21][CH:22]=1)=[O:10] |f:1.2|. Procedure: 2-hydroxyphenylacetic acid (10 g, 66 mmol) was dissolved in N,N-dimethyl-formamide (100 ml) and cooled on ice-bath. Potassium tert-butoxide (8.85 g, 78 mmol) was added. The mixture was left for 30 min and allowed to reach room temperature. 4-Methoxy-benzylchloride (11.7 g, 72 mmol) in N,N-dimethyl-formamide (30 ml) was then added dropwise, under nitrogen atmosphere and left over-night. The solvent was evaporated under reduced pressure and the crude mixture was dissolved in ether (100 ml) and was... Starting materials: CC1(OC[C@@H](O1)CCNC(=O)C1NC(C(C1C1=C(C(=CC=C1)Cl)F)(C#N)C1=C(C=C(C=C1)Cl)F)CC1(CC=CCC1)CO)C (rac-(2R,3S,4R,5S)-3-(3-chloro-2-fluoro-phenyl)-4-(4-chloro-2-fluoro-phenyl)-4-cyano-5-(1-hydroxymethyl-cyclohex-3-enylmethyl)-pyrrolidine-2-carboxylic acid [2-((S)-2,2-dimethyl-[1,3]dioxolan-4-yl)-ethyl]-amide). The reagents and catalysts are O=[Pt]=O (PtO2). The solvent is C(C)(=O)OCC (ethyl acetate). Reaction conditions: time 1 hour. Product: CC1(OC[C@@H](O1)CCNC(=O)C1NC(C(C1C1=C(C(=CC=C1)Cl)F)(C#N)C1=C(C=C(C=C1)Cl)F)CC1(CCCCC1)CO)C (rac-(2R,3S,4R,5S)-3-(3-chloro-2-fluoro-phenyl)-4-(4-chloro-2-fluoro-phenyl)-4-cyano-5-(1-hydroxymethyl-cyclohexylmethyl)-pyrrolidine-2-carboxylic acid [2-((S)-2,2-dimethyl-[1,3]dioxolan-4-yl)-ethyl]-amide). The yield is 96.5%. RXN SMILES: [CH3:1][C:2]1([CH3:44])[O:6][C@@H:5]([CH2:7][CH2:8][NH:9][C:10]([CH:12]2[CH:16]([C:17]3[CH:22]=[CH:21][CH:20]=[C:19]([Cl:23])[C:18]=3[F:24])[C:15]([C:27]3[CH:32]=[CH:31][C:30]([Cl:33])=[CH:29][C:28]=3[F:34])([C:25]#[N:26])[CH:14]([CH2:35][C:36]3([CH2:42][OH:43])[CH2:41][CH2:40][CH:39]=[CH:38][CH2:37]3)[NH:13]2)=[O:11])[CH2:4][O:3]1>C(OCC)(=O)C.O=[Pt]=O>[CH3:1][C:2]1([CH3:44])[O:6][C@@H:5]([CH2:7][CH2:8][NH:9][C:10]([CH:12]2[CH:16]([C:17]3[CH:22]=[CH:21][CH:20]=[C:19]([Cl:23])[C:18]=3[F:24])[C:15]([C:27]3[CH:32]=[CH:31][C:30]([Cl:33])=[CH:29][C:28]=3[F:34])([C:25]#[N:26])[CH:14]([CH2:35][C:36]3([CH2:42][OH:43])[CH2:37][CH2:38][CH2:39][CH2:40][CH2:41]3)[NH:13]2)=[O:11])[CH2:4][O:3]1. Reported procedure: To a solution of rac-(2R,3S,4R,5S)-3-(3-chloro-2-fluoro-phenyl)-4-(4-chloro-2-fluoro-phenyl)-4-cyano-5-(1-hydroxymethyl-cyclohex-3-enylmethyl)-pyrrolidine-2-carboxylic acid [2-((S)-2,2-dimethyl-[1,3]dioxolan-4-yl)-ethyl]-amide (0.28 g, 0.43 mmol) prepared in Example 117d in ethyl acetate (10 mL) was added PtO2 (0.1 g). The suspension was shaken vigorously under H2 atmosphere (50 psi) for 1 h. The mixture was filtered through a short pad of celite. The filtrate was concentrated to give rac-(2R,3S...